Dataset: the Open Reaction Database (ORD), a public repository of structured organic reaction records. Task: describe an organic reaction: reactants, conditions, products, and yield The reactants are C1CCOC1, COC(=O)Cc1ccc([N+](=O)[O-])cc1C, CO, O=C[O-], [NH4+]. Yields the product COC(=O)Cc1ccc(N)cc1C. Reaction SMILES: [CH2:20]1[O:21][CH2:22][CH2:23][CH2:24]1.[CH3:1][O:2][C:3]([CH2:4][c:5]1[c:6]([CH3:14])[cH:7][c:8]([N+:11]([O-:12])=[O:13])[cH:9][cH:10]1)=[O:15].[CH3:25][OH:26].[CH:16]([O-:17])=[O:18].[NH4+:19]>>[CH3:1][O:2][C:3]([CH2:4][c:5]1[c:6]([CH3:14])[cH:7][c:8]([NH2:11])[cH:9][cH:10]1)=[O:15].